Dataset: the Open Reaction Database (ORD), a public repository of structured organic reaction records. Task: describe an organic reaction: reactants, conditions, products, and yield The reactants are C(C)OC(C1=CC=C(C=C1)C(C(=O)N)C(=C)C1=C(C=CC=C1)N1CCCCC1)=O (4-[(1-(2-piperidinophenyl)-ethenyl)-aminocarbonylmethyl]-benzoic acid ethyl ester), [H][H] (hydrogen). The reagents and catalysts are [Pd] (palladium/charcoal). Solvent: C(C)O (ethanol). Conditions: temperature 0 celsius. The product is C(C)OC(C1=CC=C(C=C1)C(C(=O)N)C(C)C1=C(C=CC=C1)N1CCCCC1)=O (4-[(1-(2-Piperidino-phenyl)-1-ethyl)-aminocarbonylmethyl]-benzoic acid ethyl ester). Reaction SMILES: [CH2:1]([O:3][C:4](=[O:29])[C:5]1[CH:10]=[CH:9][C:8]([CH:11]([C:15]([C:17]2[CH:22]=[CH:21][CH:20]=[CH:19][C:18]=2[N:23]2[CH2:28][CH2:27][CH2:26][CH2:25][CH2:24]2)=[CH2:16])[C:12]([NH2:14])=[O:13])=[CH:7][CH:6]=1)[CH3:2].[H][H]>C(O)C.[Pd]>[CH2:1]([O:3][C:4](=[O:29])[C:5]1[CH:10]=[CH:9][C:8]([CH:11]([CH:15]([C:17]2[CH:22]=[CH:21][CH:20]=[CH:19][C:18]=2[N:23]2[CH2:28][CH2:27][CH2:26][CH2:25][CH2:24]2)[CH3:16])[C:12]([NH2:14])=[O:13])=[CH:7][CH:6]=1)[CH3:2]. Procedure details: An amount of 5.5 gm (0.014 mol) of 4-[(1-(2-piperidinophenyl)-ethenyl)-aminocarbonylmethyl]-benzoic acid ethyl ester in 110 ml of ethanol was hydrogenated in the presence of 1.5 gm of palladium/charcoal (10%) at 20° C. and a hydrogen pressure of 5 bar. After 30 minutes the catalyst was filtered off over celite, and the filtrate was evaporated in vacuo to a volume of 20 ml. One hundred milliliters of petroleum ether were added, and the mixture was cooled to 0° C. Reactants: CCOC(C)=O, CCCCCC, O=C(CCl)N1CCN(c2ccc(F)cc2)CC1, Clc1ccc(-c2n[nH]cc2Cl)s1, [K+], [K+], O=C([O-])[O-], CN(C)C=O. Product: O=C(Cn1cc(Cl)c(-c2ccc(Cl)s2)n1)N1CCN(c2ccc(F)cc2)CC1. RXN SMILES: [C:41]([O:42][CH2:43][CH3:44])(=[O:45])[CH3:46].[CH3:47][CH2:48][CH2:49][CH2:50][CH2:51][CH3:52].[Cl:19][CH2:20][C:21](=[O:22])[N:23]1[CH2:24][CH2:25][N:26]([c:29]2[cH:30][cH:31][c:32]([F:35])[cH:33][cH:34]2)[CH2:27][CH2:28]1.[Cl:1][c:2]1[c:3](-[c:7]2[s:8][c:9]([Cl:12])[cH:10][cH:11]2)[n:4][nH:5][cH:6]1.[K+:13].[K+:14].[O-:15][C:16]([O-:17])=[O:18].[O:36]=[CH:37][N:38]([CH3:39])[CH3:40]>>[Cl:1][c:2]1[c:3](-[c:7]2[s:8][c:9]([Cl:12])[cH:10][cH:11]2)[n:4][n:5]([CH2:20][C:21](=[O:22])[N:23]2[CH2:24][CH2:25][N:26]([c:29]3[cH:30][cH:31][c:32]([F:35])[cH:33][cH:34]3)[CH2:27][CH2:28]2)[cH:6]1. Starting materials: CC(C)(C)OC(=O)NC1c2ccccc2CC1NC(=O)c1cc2cc(Cl)ccc2[nH]1, ClCCl, O=C(O)C(F)(F)F. Yields the product NC1c2ccccc2CC1NC(=O)c1cc2cc(Cl)ccc2[nH]1, O=C([O-])C(F)(F)F. Reaction SMILES: [Cl:1][c:2]1[cH:3][c:4]2[cH:5][c:6]([C:11](=[O:12])[NH:13][CH:14]3[CH:15]([NH:23][C:24](=[O:25])[O:26][C:27]([CH3:28])([CH3:29])[CH3:30])[c:16]4[cH:17][cH:18][cH:19][cH:20][c:21]4[CH2:22]3)[nH:7][c:8]2[cH:9][cH:10]1.[Cl:38][CH2:39][Cl:40].[F:31][C:32]([C:33](=[O:34])[OH:35])([F:36])[F:37]>>[Cl:1][c:2]1[cH:3][c:4]2[cH:5][c:6]([C:11](=[O:12])[NH:13][CH:14]3[CH:15]([NH2:23])[c:16]4[cH:17][cH:18][cH:19][cH:20][c:21]4[CH2:22]3)[nH:7][c:8]2[cH:9][cH:10]1.[F:31][C:32]([C:33](=[O:34])[O-:35])([F:36])[F:37]. Starting materials: C1(=CC=CC=C1)P(C1=CC=CC=C1)C1=CC=CC=C1 (triphenylphosphin), CCOC(=O)/N=N/C(=O)OCC (DEAD), COC(C(C)(O)C1=CC=C(C=C1)OCC1=CC=CC=C1)=O (4-Benzyloxyphenyl-2-hydroxypropanoic acid methyl ester), ClC1=CC=C(C=C1)O (p-chlorophenol). The solvent is C1CCOC1 (THF), C1CCOC1 (THF). Run at time 30 minute. The product is COC(C(C)(OC1=CC=C(C=C1)Cl)C1=CC=C(C=C1)OCC1=CC=CC=C1)=O (4-Benzyloxyphenyl-2-(4-chlorophenoxy)propanoic acid methyl ester). Yield: 59.0%. Reaction SMILES: C1(P(C2C=CC=CC=2)C2C=CC=CC=2)C=CC=CC=1.CCOC(/N=N/C(OCC)=O)=O.[CH3:32][O:33][C:34](=[O:52])[C:35]([C:38]1[CH:43]=[CH:42][C:41]([O:44][CH2:45][C:46]2[CH:51]=[CH:50][CH:49]=[CH:48][CH:47]=2)=[CH:40][CH:39]=1)([OH:37])[CH3:36].[Cl:53][C:54]1[CH:59]=[CH:58][C:57](O)=[CH:56][CH:55]=1>C1COCC1>[CH3:32][O:33][C:34](=[O:52])[C:35]([C:38]1[CH:43]=[CH:42][C:41]([O:44][CH2:45][C:46]2[CH:47]=[CH:48][CH:49]=[CH:50][CH:51]=2)=[CH:40][CH:39]=1)([O:37][C:57]1[CH:58]=[CH:59][C:54]([Cl:53])=[CH:55][CH:56]=1)[CH3:36]. Reported procedure: A solution of triphenylphosphin(0.1 g, 0.38 mmol) in 5 ml of dry THF was treated at 0° C. with DEAD (0.066 g, 0.38 mmol) and stirred over 30 min. Then a solution of 4-Benzyloxyphenyl-2-hydroxypropanoic acid methyl ester (0.1 g, 0.35 mmol) and p-chlorophenol (0.048 g, 0.38 mmol) in 2 ml of THF was added to the solution and the mixture reaction was stirred at room temperature overnight. The mixture was concentrated to dryness and chromatographed in silicagel (hexanes/Ethyl acetate 3:1) to give 0.0... Reactants: C[Si](C)(C)C#N (trimethylsilyl cyanide), C(C)OC(C#N)=C (ethoxy-acrylonitrile), toluenic solution, [H-].C(C(C)C)[Al+]CC(C)C (diisobutylaluminum hydride), [Cl-].[NH4+] (ammonium chloride). Solvent: C1(=CC=CC=C1)C (toluene), O (water). Conditions: temperature -50 celsius, time 45 minute. Yields the product NC(C#N)CC(OCC)C#N (2-amino-4-cyano-4-ethoxy-butyronitrile). Reaction SMILES: [CH2:1]([O:3][C:4](=[CH2:7])[C:5]#[N:6])[CH3:2].[H-].C([Al+]C[CH:15]([CH3:17])C)C(C)C.C[Si](C#[N:23])(C)C.[Cl-].[NH4+:25]>C1(C)C=CC=CC=1.O>[NH2:25][CH:17]([CH2:7][CH:4]([C:5]#[N:6])[O:3][CH2:1][CH3:2])[C:15]#[N:23] |f:1.2,4.5|. Procedure: 51.5 millimoles of ethoxy-acrylonitrile are dissolved in 10 ml of anhydrous toluene at 60° C. under an argon atmosphere. 77.25 millimoles of a toluenic solution 1.5 M of diisobutylaluminum hydride (51.5 ml) are added, dropwise, at -60° C. After stirring at this temperature for 45 minutes, 7.7 ml (1.1 eq) of trimethylsilyl cyanide are added to the reaction mixture at -50° C. The latter is maintained at -50° C. for 3 hours while stirring, then hydrolyzed by ammonium chloride then water. After puri...